This data is from the Open Reaction Database (ORD), a public repository of structured organic reaction records. The task is: describe an organic reaction: reactants, conditions, products, and yield Starting materials: C(I)I (methylene iodide), C([O-])([O-])=O.[K+].[K+] (potassium carbonate), C(C)(=O)N1CCN(CC1)C1=C(C=C2C(=C(C(=NC2=C1)S)C(=O)OCC)O)Cl (ethyl 7-(4-acetyl-1-piperazinyl)-6-chloro-4-hydroxy-2-mercaptoquinoline-3-carboxylate). Run in CN(C=O)C (N,N-dimethylformamide), CN(C=O)C (N,N-dimethylformamide). The product is C(C)(=O)N1CCN(CC1)C1=C(C=C2C(C(=C3N(C2=C1)CS3)C(=O)OCC)=O)Cl (Ethyl 7-(4-acetyl-1-piperazinyl)-6-chloro-4-oxo-4H-(1,3)thiazeto(3,2-a)quinoline-3-carboxylate). Isolated yield 80.6%. As a reaction SMILES: C(I)I.[C:4](=O)([O-])[O-].[K+].[K+].[C:10]([N:13]1[CH2:18][CH2:17][N:16]([C:19]2[CH:28]=[C:27]3[C:22]([C:23]([OH:35])=[C:24]([C:30]([O:32][CH2:33][CH3:34])=[O:31])[C:25]([SH:29])=[N:26]3)=[CH:21][C:20]=2[Cl:36])[CH2:15][CH2:14]1)(=[O:12])[CH3:11]>CN(C)C=O>[C:10]([N:13]1[CH2:14][CH2:15][N:16]([C:19]2[CH:28]=[C:27]3[C:22]([C:23](=[O:35])[C:24]([C:30]([O:32][CH2:33][CH3:34])=[O:31])=[C:25]4[S:29][CH2:4][N:26]43)=[CH:21][C:20]=2[Cl:36])[CH2:17][CH2:18]1)(=[O:12])[CH3:11] |f:1.2.3|. Reported procedure: Into 50 ml of N,N-dimethylformamide were placed 2.35 g of methylene iodide and 2.5 g of potassium carbonate and a solution of 3.0 g of ethyl 7-(4-acetyl-1-piperazinyl)-6-chloro-4-hydroxy-2-mercaptoquinoline-3-carboxylate in 30 ml of N,N-dimethylformamide was gradually dropped in with stirring. After that, the mixture was stirred at room temperature for 1 hour, concentrated in vacuo, water was added to the residue, and insoluble crystals were collected by filtration. They were washed with water, ... Starting materials: C12(CCCC1)C1C(CC2CC1)=O (spiro[bicyclo[2.2.1]heptane-7,1′-cyclopentan]-2-one), SeO2, C(C)(=O)O (acetic acid). Reaction conditions: temperature 120 celsius. Product: C12(CCCC1)C1C(C(C2CC1)=O)=O (spiro[bicyclo[2.2.1]heptane-7,1′-cyclopentane]-2,3-dione). RXN SMILES: [C:1]12([CH:9]3[CH2:10][CH2:11][CH:6]1[C:7](=[O:12])[CH2:8]3)[CH2:5][CH2:4][CH2:3][CH2:2]2.C(O)(=[O:15])C>>[C:1]12([CH:6]3[CH2:11][CH2:10][CH:9]1[C:8](=[O:15])[C:7]3=[O:12])[CH2:2][CH2:3][CH2:4][CH2:5]2. Procedure: As described in Example 1 Step B]: from spiro[bicyclo[2.2.1]heptane-7,1′-cyclopentan]-2-one, 1.05 g, SeO2 (1.56 g) in acetic acid (5 ml) on heating at 120° C. for 12 h, purification crude product by flash chromatography (heptane/AcOEt 100-90%, there was obtained spiro[bicyclo[2.2.1]heptane-7,1′-cyclopentane]-2,3-dione (0.88 g) as yellow solid. MS (ESI): 196.2 (M+NH4)+.